Dataset: the Open Reaction Database (ORD), a public repository of structured organic reaction records. Task: describe an organic reaction: reactants, conditions, products, and yield Reaction SMILES: [CH3:10][SH:11].[CH3:14][S:15](=[O:16])[CH3:17].[Cl:1][C:2]([C:3](=[O:4])[O:5][CH2:6][CH3:7])([F:8])[F:9].[Na:12].[OH2:13]>>[C:2]([C:3](=[O:4])[O:5][CH2:6][CH3:7])([F:8])([F:9])[S:11][CH3:10]. Reactants: CS, CS(C)=O, CCOC(=O)C(F)(F)Cl, [Na], O. Product: CCOC(=O)C(F)(F)SC.